Dataset: the Open Reaction Database (ORD), a public repository of structured organic reaction records. Task: describe an organic reaction: reactants, conditions, products, and yield Reactants: CCOC(=O)C1(C)C=CN(c2ccc(OC)cc2)N1, CCO, [K+], [OH-]. Yields the product COc1ccc(N2C=CC(C)(C(=O)O)N2)cc1. As a reaction SMILES: [CH3:1][C:2]1([C:15](=[O:16])[O:17][CH2:18][CH3:19])[NH:3][N:4]([c:7]2[cH:8][cH:9][c:10]([O:13][CH3:14])[cH:11][cH:12]2)[CH:5]=[CH:6]1.[CH3:22][CH2:23][OH:24].[K+:21].[OH-:20]>>[CH3:1][C:2]1([C:15](=[O:16])[OH:17])[NH:3][N:4]([c:7]2[cH:8][cH:9][c:10]([O:13][CH3:14])[cH:11][cH:12]2)[CH:5]=[CH:6]1. As a reaction SMILES: [CH3:1][C:2]1[C:6]([CH2:7][CH2:8][C:9](=[O:17])[NH:10][C:11]2[CH:16]=[CH:15][CH:14]=[CH:13][CH:12]=2)=[C:5]([C:18]2[CH:23]=[CH:22][C:21]([C:24]3[CH:29]=[CH:28][C:27]([C:30]4([C:33]([OH:35])=[O:34])[CH2:32][CH2:31]4)=[CH:26][CH:25]=3)=[CH:20][CH:19]=2)[O:4][N:3]=1.I[CH3:37]>C1COCC1>[CH3:1][C:2]1[C:6]([CH2:7][CH2:8][C:9](=[O:17])[N:10]([CH3:37])[C:11]2[CH:12]=[CH:13][CH:14]=[CH:15][CH:16]=2)=[C:5]([C:18]2[CH:23]=[CH:22][C:21]([C:24]3[CH:25]=[CH:26][C:27]([C:30]4([C:33]([OH:35])=[O:34])[CH2:32][CH2:31]4)=[CH:28][CH:29]=3)=[CH:20][CH:19]=2)[O:4][N:3]=1. Starting materials: CC1=NOC(=C1CCC(NC1=CC=CC=C1)=O)C1=CC=C(C=C1)C1=CC=C(C=C1)C1(CC1)C(=O)O (1-{4′-[3-methyl-4-(2-phenylcarbamoyl-ethyl)-isoxazol-5-yl]-biphenyl-4-yl}-cyclopropanecarboxylic acid), IC (iodomethane). Procedure details: Prepared according to the procedure described in Example 34, Step 4, using THF as the solvent and the following starting materials: 1-{4′-[3-methyl-4-(2-phenylcarbamoyl-ethyl)-isoxazol-5-yl]-biphenyl-4-yl}-cyclopropanecarboxylic acid and iodomethane. Solvent: C1CCOC1 (THF). The product is CC1=NOC(=C1CCC(N(C1=CC=CC=C1)C)=O)C1=CC=C(C=C1)C1=CC=C(C=C1)C1(CC1)C(=O)O (1-(4′-{3-Methyl-4-[2-(methyl-phenyl-carbamoyl)-ethyl]-isoxazol-5-yl}-biphenyl-4-yl)-cyclopropanecarboxylic acid).